Dataset: the Open Reaction Database (ORD), a public repository of structured organic reaction records. Task: describe an organic reaction: reactants, conditions, products, and yield Starting materials: ClCCl, O=C=Nc1cccc(C(F)(F)F)c1, CC(C)(C)C(N)C(=O)NC1CCN(Cc2ccccc2)C1. Yields the product CC(C)(C)C(NC(=O)Nc1cccc(C(F)(F)F)c1)C(=O)NC1CCN(Cc2ccccc2)C1. As a reaction SMILES: [Cl:35][CH2:36][Cl:37].[F:1][C:2]([c:3]1[cH:4][c:5]([N:9]=[C:10]=[O:11])[cH:6][cH:7][cH:8]1)([F:12])[F:13].[NH2:14][CH:15]([C:16](=[O:17])[NH:18][CH:19]1[CH2:20][N:21]([CH2:24][c:25]2[cH:26][cH:27][cH:28][cH:29][cH:30]2)[CH2:22][CH2:23]1)[C:31]([CH3:32])([CH3:33])[CH3:34]>>[F:1][C:2]([c:3]1[cH:4][c:5]([NH:9][C:10](=[O:11])[NH:14][CH:15]([C:16](=[O:17])[NH:18][CH:19]2[CH2:20][N:21]([CH2:24][c:25]3[cH:26][cH:27][cH:28][cH:29][cH:30]3)[CH2:22][CH2:23]2)[C:31]([CH3:32])([CH3:33])[CH3:34])[cH:6][cH:7][cH:8]1)([F:12])[F:13]. Reactants: FC1=C(C=CC=C1)C1C(CC(N1C(CNC(=O)NC1=CC(=CC=C1)C(=O)OC)=O)C(=O)OC(C)(C)C)S(=O)(=O)C1=CC=C(C=C1)C (tert-butyl (2RS,4SR,5RS)-5-(2-fluorophenyl)-1-{2-[3-(3-methoxycarbonylphenyl)ureido]acetyl}-4-(4-methylphenyl)sulphonyl-2-pyrrolidinecarboxylate), [OH-].[K+] (potassium hydroxide). Solvent: CO (methanol), O (water). Yields the product C(C)(C)(C)OC(=O)C1N(C(C(C1)S(=O)(=O)C1=CC=C(C=C1)C)C1=C(C=CC=C1)F)C(CNC(NC=1C=C(C(=O)O)C=CC1)=O)=O ((2RS,4SR,5RS)-3-(3-{2-[2-tert-butoxycarbonyl-5-(2-fluorophenyl)-4-(4-methylphenyl)sulphonyl-1-pyrrolidinyl]-2-oxoethyl}ureido)benzoic acid). Yield: 12.5%. Reaction SMILES: [F:1][C:2]1[CH:7]=[CH:6][CH:5]=[CH:4][C:3]=1[CH:8]1[N:12]([C:13](=[O:29])[CH2:14][NH:15][C:16]([NH:18][C:19]2[CH:24]=[CH:23][CH:22]=[C:21]([C:25]([O:27]C)=[O:26])[CH:20]=2)=[O:17])[CH:11]([C:30]([O:32][C:33]([CH3:36])([CH3:35])[CH3:34])=[O:31])[CH2:10][CH:9]1[S:37]([C:40]1[CH:45]=[CH:44][C:43]([CH3:46])=[CH:42][CH:41]=1)(=[O:39])=[O:38].[OH-].[K+]>CO.O>[C:33]([O:32][C:30]([CH:11]1[CH2:10][CH:9]([S:37]([C:40]2[CH:41]=[CH:42][C:43]([CH3:46])=[CH:44][CH:45]=2)(=[O:38])=[O:39])[CH:8]([C:3]2[CH:4]=[CH:5][CH:6]=[CH:7][C:2]=2[F:1])[N:12]1[C:13](=[O:29])[CH2:14][NH:15][C:16](=[O:17])[NH:18][C:19]1[CH:20]=[C:21]([CH:22]=[CH:23][CH:24]=1)[C:25]([OH:27])=[O:26])=[O:31])([CH3:36])([CH3:34])[CH3:35] |f:1.2|. Procedure: A The process is performed as described in Example 1A, but starting with 2.2 g of tert-butyl (2RS,4SR,5RS)-5-(2-fluorophenyl)-1-{2-[3-(3-methoxycarbonylphenyl)ureido]acetyl}-4-(4-methylphenyl)sulphonyl-2-pyrrolidinecarboxylate and 0.19 g of potassium hydroxide in a mixture of 60 cm3 of methanol and 20 cm3 of distilled water. After treatment, 0.27 g of (2RS,4SR,5RS)-3-(3-{2-[2-tert-butoxycarbonyl-5-(2-fluorophenyl)-4-(4-methylphenyl)sulphonyl-1-pyrrolidinyl]-2-oxoethyl}ureido)benzoic acid is obta... The reactants are Cc1nc(C=O)c(Br)[nH]1, Cl, [Na+], O=C([O-])O. Yields the product Cc1nc(C=O)c(Cl)[nH]1. Reaction SMILES: [Br:1][c:2]1[c:3]([CH:8]=[O:9])[n:4][c:5]([CH3:7])[nH:6]1.[ClH:15].[Na+:10].[OH:11][C:12](=[O:13])[O-:14]>>[c:2]1([Cl:15])[c:3]([CH:8]=[O:9])[n:4][c:5]([CH3:7])[nH:6]1. The reactants are C(C)(=O)OC(C)=O (acetic anhydride), S(O)(O)(=O)=O (sulfuric acid), BrC1=CC=C(C=C1)O (4-bromophenol). Reaction conditions: time 24 hour. Yields the product BrC1=CC(=C(C=C1)O)C1(CCCCC1)C (4-bromo-2-(l-methylcyclohexyl) phenol). Yield: 66.6%. As a reaction SMILES: C(O[C:5](=O)[CH3:6])(=O)C.S(=O)(=O)(O)O.[Br:13][C:14]1[CH:19]=[CH:18][C:17]([OH:20])=[CH:16][CH:15]=1>>[Br:13][C:14]1[CH:19]=[CH:18][C:17]([OH:20])=[C:16]([C:5]2([CH3:6])[CH2:18][CH2:19][CH2:14][CH2:15][CH2:16]2)[CH:15]=1. Reported procedure: There are then slowly added 10.8 ml (117 mmoles) of acetic anhydride and the reaction mixture is stirred at ambient temperature for 18 hours. 2.7 ml (50 mmoles) of concentrated sulfuric acid are then added and in small portions 17.3 g (100 mmoles) of 4-bromophenol. The reaction mixture is stirred at ambient temperature for 24 hours, evaporated to dryness and taken up in 200 ml of water. The pH is adjusted to 7 with sodium bicarbonate and extracted with ethylether. The organic phase is decanted, ... Reaction SMILES: [CH3:30][n:31]1[n:32][c:33]([C:37](=[O:38])[OH:39])[cH:34][c:35]1[CH3:36].[F:1][c:2]1[cH:3][cH:4][c:5](-[n:8]2[n:9][cH:10][c:11]3[cH:12][c:13]([O:17][CH:18]([CH:19]([CH3:20])[NH2:21])[c:22]4[cH:23][c:24]([O:28][CH3:29])[cH:25][cH:26][cH:27]4)[cH:14][cH:15][c:16]23)[cH:6][cH:7]1>>[F:1][c:2]1[cH:3][cH:4][c:5](-[n:8]2[n:9][cH:10][c:11]3[cH:12][c:13]([O:17][CH:18]([CH:19]([CH3:20])[NH:21][C:37]([c:33]4[n:32][n:31]([CH3:30])[c:35]([CH3:36])[cH:34]4)=[O:38])[c:22]4[cH:23][c:24]([O:28][CH3:29])[cH:25][cH:26][cH:27]4)[cH:14][cH:15][c:16]23)[cH:6][cH:7]1. Product: COc1cccc(C(Oc2ccc3c(cnn3-c3ccc(F)cc3)c2)C(C)NC(=O)c2cc(C)n(C)n2)c1. Starting materials: Cc1cc(C(=O)O)nn1C, COc1cccc(C(Oc2ccc3c(cnn3-c3ccc(F)cc3)c2)C(C)N)c1.